Dataset: the Open Reaction Database (ORD), a public repository of structured organic reaction records. Task: describe an organic reaction: reactants, conditions, products, and yield Yields the product CC1(C)C2CN(Cc3ccccc3)CC1CN(C(=O)C=Cc1ccccc1)C2. The reactants are O=C(O)C=Cc1ccccc1, CC1(C)C2CNCC1CN(Cc1ccccc1)C2, [Cl-], ClCCl, O. Reaction SMILES: [C:2]([CH:3]=[CH:4][c:5]1[cH:6][cH:7][cH:8][cH:9][cH:10]1)(=[O:11])[OH:12].[CH2:13]([c:14]1[cH:15][cH:16][cH:17][cH:18][cH:19]1)[N:20]1[CH2:21][CH:22]2[CH2:23][NH:24][CH2:25][CH:26]([CH2:27]1)[C:28]2([CH3:29])[CH3:30].[Cl-:1].[Cl:31][CH2:32][Cl:33].[OH2:34]>>[C:2]([CH:3]=[CH:4][c:5]1[cH:6][cH:7][cH:8][cH:9][cH:10]1)(=[O:12])[N:24]1[CH2:23][CH:22]2[CH2:21][N:20]([CH2:13][c:14]3[cH:15][cH:16][cH:17][cH:18][cH:19]3)[CH2:27][CH:26]([CH2:25]1)[C:28]2([CH3:29])[CH3:30].